From a dataset of the Open Reaction Database (ORD), a public repository of structured organic reaction records. describe an organic reaction: reactants, conditions, products, and yield Starting materials: BrC=1C=C(C=CC1)O (3-bromophenol), CC1(OCC(CO1)(CO)C)C (2,2,5-trimethyl-5-hydroxymethyl-1,3-dioxane), C1(=CC=CC=C1)P(C1=CC=CC=C1)C1=CC=CC=C1 (triphenylphosphine), N(=NC(=O)OC(C)C)C(=O)OC(C)C (diisopropyl azodicarboxylate). Solvent: C1CCOC1 (THF), C1CCOC1 (THF). Run at temperature -2 celsius, time 3 day. Product: CC1(OCC(CO1)(COC1=CC(=CC=C1)Br)C)C (2,2,5-Trimethyl-5-[(3-bromophenoxy)]methyl-1,3-dioxane). Yield: 85.0%. Reaction SMILES: [Br:1][C:2]1[CH:3]=[C:4]([OH:8])[CH:5]=[CH:6][CH:7]=1.[CH3:9][C:10]1([CH3:19])[O:15][CH2:14][C:13]([CH3:18])([CH2:16]O)[CH2:12][O:11]1.C1(P(C2C=CC=CC=2)C2C=CC=CC=2)C=CC=CC=1.N(C(OC(C)C)=O)=NC(OC(C)C)=O>C1COCC1>[CH3:9][C:10]1([CH3:19])[O:15][CH2:14][C:13]([CH3:18])([CH2:16][O:8][C:4]2[CH:5]=[CH:6][CH:7]=[C:2]([Br:1])[CH:3]=2)[CH2:12][O:11]1. Procedure details: To a mechanically stirred mixture of 3-bromophenol (26.14 g, 0.1511 mol), 2,2,5-trimethyl-5-hydroxymethyl-1,3-dioxane (31.98 g, 0.20 mol), triphenylphosphine (59.32 g, 0.226 mol), and THF (250 mL), cooled to −2° C., a solution of diisopropyl azodicarboxylate (DIAD), 4.6 mL, 0.2265 mol) in THF (50 mL) was added dropwise over 45 min, and the mixture was allowed to warm up to room temperature. After 3 days, THF was removed, and the residue was stirred in a mixture of toluene and heptane (1:1, 300 m... Starting materials: ClCCl, O=[N+]([O-])c1ccccc1-c1nc2cc(CO)cnc2s1, CN(C)C=O, O=S(Cl)Cl. Yields the product O=[N+]([O-])c1ccccc1-c1nc2cc(CCl)cnc2s1. Reaction SMILES: [Cl:30][CH2:31][Cl:32].[N+:5](=[O:6])([O-:7])[c:8]1[c:9](-[c:14]2[s:15][c:16]3[n:17][cH:18][c:19]([CH2:23][OH:24])[cH:20][c:21]3[n:22]2)[cH:10][cH:11][cH:12][cH:13]1.[O:25]=[CH:26][N:27]([CH3:28])[CH3:29].[S:1]([Cl:2])([Cl:3])=[O:4]>>[Cl:3][CH2:23][c:19]1[cH:18][n:17][c:16]2[s:15][c:14](-[c:9]3[c:8]([N+:5](=[O:6])[O-:7])[cH:13][cH:12][cH:11][cH:10]3)[n:22][c:21]2[cH:20]1. Reactants: NC=1SC(=C(C1C(=O)N)C(F)(F)F)C1=CC=CC=C1 (2-Amino-4-trifluoromethyl-5-phenyl-3-thiophenecarboxamide), ClC(C(=O)N=C=O)(Cl)Cl (trichloroacetylisocyanate), solution, N (ammonia). Solvent: O1CCCC1 (tetrahydrofuran), CO (methanol). Conditions: time 5 minute. Product: NC(=O)NC=1SC(=C(C1C(=O)N)C(F)(F)F)C1=CC=CC=C1 (2-[(Aminocarbonyl)amino]-4-trifluoromethyl-5-phenyl-3-thiophenecarboxamide). The yield is 36.1%. Reaction SMILES: [NH2:1][C:2]1[S:3][C:4]([C:14]2[CH:19]=[CH:18][CH:17]=[CH:16][CH:15]=2)=[C:5]([C:10]([F:13])([F:12])[F:11])[C:6]=1[C:7]([NH2:9])=[O:8].ClC(Cl)(Cl)[C:22]([N:24]=C=O)=[O:23].N>O1CCCC1.CO>[NH2:24][C:22]([NH:1][C:2]1[S:3][C:4]([C:14]2[CH:19]=[CH:18][CH:17]=[CH:16][CH:15]=2)=[C:5]([C:10]([F:11])([F:13])[F:12])[C:6]=1[C:7]([NH2:9])=[O:8])=[O:23]. Procedure: 2-Amino-4-trifluoromethyl-5-phenyl-3-thiophenecarboxamide (0.35 g) was suspended in tetrahydrofuran (10 ml) and trichloroacetylisocyanate (0.19 g) was added dropwise with stirring over 5 minutes. Stirring was continued for 1 h at room temperature and then a 2M solution of ammonia in methanol (10 ml) was added and stirring continued for a further 12 h. A precipitate formed and was filtered off and washed with ethyl acetate (5 ml) to give the title urea (0.12 g). The reactants are CCCCCCCC, CCOC(C)=O, [Cu], COC(=O)C(=[N+]=[N-])C(=O)OC(C=C(C)C)C(Cl)(Cl)Cl. Yields the product COC(=O)C12C(=O)OC(C(Cl)(Cl)Cl)C1C2(C)C. As a reaction SMILES: [CH3:20][CH2:21][CH2:22][CH2:23][CH2:24][CH2:25][CH2:26][CH3:27].[CH3:28][CH2:29][O:30][C:31](=[O:32])[CH3:33].[Cu:34].[N+:1](=[N-:2])=[C:3]([C:4](=[O:5])[O:6][CH3:7])[C:8](=[O:9])[O:10][CH:11]([CH:12]=[C:13]([CH3:14])[CH3:15])[C:16]([Cl:17])([Cl:18])[Cl:19]>>[C:3]12([C:4](=[O:5])[O:6][CH3:7])[C:8](=[O:9])[O:10][CH:11]([C:16]([Cl:17])([Cl:18])[Cl:19])[CH:12]1[C:13]2([CH3:14])[CH3:15].